From a dataset of the Open Reaction Database (ORD), a public repository of structured organic reaction records. describe an organic reaction: reactants, conditions, products, and yield Reaction SMILES: [Cl:34][CH2:35][Cl:36].[N+:1](=[O:2])([O-:3])[c:4]1[cH:5][cH:6][c:7]2[c:8]([cH:28]1)[N:9]([C:16]([c:17]1[cH:18][c:19]([C:23]([F:24])([F:25])[F:26])[cH:20][cH:21][cH:22]1)=[O:27])[CH:10]([CH2:13][CH2:14][OH:15])[CH2:11][O:12]2.[OH2:33].[S:29]([Cl:30])([Cl:31])=[O:32]>>[N+:1](=[O:2])([O-:3])[c:4]1[cH:5][cH:6][c:7]2[c:8]([cH:28]1)[N:9]([C:16]([c:17]1[cH:18][c:19]([C:23]([F:24])([F:25])[F:26])[cH:20][cH:21][cH:22]1)=[O:27])[CH:10]([CH2:13][CH2:14][Cl:31])[CH2:11][O:12]2. Starting materials: ClCCl, O=C(c1cccc(C(F)(F)F)c1)N1c2cc([N+](=O)[O-])ccc2OCC1CCO, O, O=S(Cl)Cl. Yields the product O=C(c1cccc(C(F)(F)F)c1)N1c2cc([N+](=O)[O-])ccc2OCC1CCCl. Starting materials: Cl (HCl), C(C)(C)(C)[S@](=O)N1[C@H](CCC1)C1=C(C=CC(=C1)F)F ((R)-1-((S)-tert-butylsulfinyl)-2-(2,5-difluorophenyl)pyrrolidine). Solvent: O1CCOCC1 (Dioxane). Run at time 4 hour. The product is Cl.FC1=C(C=C(C=C1)F)[C@@H]1NCCC1 ((R)-2-(2,5-difluorophenyl)pyrrolidine hydrochloride). RXN SMILES: [ClH:1].C([S@@]([N:8]1[CH2:12][CH2:11][CH2:10][C@@H:9]1[C:13]1[CH:18]=[C:17]([F:19])[CH:16]=[CH:15][C:14]=1[F:20])=O)(C)(C)C>O1CCOCC1>[ClH:1].[F:20][C:14]1[CH:15]=[CH:16][C:17]([F:19])=[CH:18][C:13]=1[C@H:9]1[CH2:10][CH2:11][CH2:12][NH:8]1 |f:3.4|. Procedure details: 4M HCl solution (in Dioxane) (75 mL) was added to stirred solution of (R)-1-((S)-tert-butylsulfinyl)-2-(2,5-difluorophenyl)pyrrolidine (15 g, 52.19 mmol) in Dioxane (25 mL) and stirring was continued at 20-35° C. for 4 h. After which the reaction mixture was concentrated under reduced pressure to afford the crude product. The crude product was purified by washing with diethyl ether to afford 7.5 g of the title compound as a white solid.